From a dataset of the Open Reaction Database (ORD), a public repository of structured organic reaction records. describe an organic reaction: reactants, conditions, products, and yield Reactants: ClC1=CC=C(C=C1)C(C(C(=O)OCC)=NO)=O (Ethyl 3-(4-chlorophenyl)-2-hydroxyimino-3-oxopropionate), C(C1=CC=CC=C1)OC1=CC=C(C=O)C=C1 (4-benzyloxybenzaldehyde), C(C)(=O)[O-].[NH4+] (ammonium acetate). Product: C(C1=CC=CC=C1)OC1=CC=C(C=C1)C=1NC(=C(N1)C(=O)OCC)C1=CC=C(C=C1)Cl (ethyl 2-(4-benzyloxyphenyl)-5-(4-chlorophenyl)imidazole-4-carboxylate). RXN SMILES: [Cl:1][C:2]1[CH:7]=[CH:6][C:5]([C:8](=O)[C:9](=[N:15]O)[C:10]([O:12][CH2:13][CH3:14])=[O:11])=[CH:4][CH:3]=1.[CH2:18]([O:25][C:26]1[CH:33]=[CH:32][C:29]([CH:30]=O)=[CH:28][CH:27]=1)[C:19]1[CH:24]=[CH:23][CH:22]=[CH:21][CH:20]=1.C([O-])(=O)C.[NH4+:38]>>[CH2:18]([O:25][C:26]1[CH:33]=[CH:32][C:29]([C:30]2[NH:38][C:8]([C:5]3[CH:6]=[CH:7][C:2]([Cl:1])=[CH:3][CH:4]=3)=[C:9]([C:10]([O:12][CH2:13][CH3:14])=[O:11])[N:15]=2)=[CH:28][CH:27]=1)[C:19]1[CH:24]=[CH:23][CH:22]=[CH:21][CH:20]=1 |f:2.3|. Procedure details: Ethyl 3-(4-chlorophenyl)-2-hydroxyimino-3-oxopropionate, 4-benzyloxybenzaldehyde and ammonium acetate are reacted and treated in the same manner as in Example 22 to give ethyl 2-(4-benzyloxyphenyl)-5-(4-chlorophenyl)imidazole-4-carboxylate. Ethyl 2-(4-benzyloxyphenyl)-5-(4-chlorophenyl)imidazole-4-carboxylate is reacted and treated in the same manner as in Starting Material Synthetic Example 2 to give 2-(4-benzyloxyphenyl)-5-(4-chlorophenyl)-imidazole-4-carboxylic acid. 2-(4-Benzyloxyphenyl)-5-(... The reactants are BrC1=CC=C(C=C1)C1=C(C(=NO1)C)C(O)C=1N=NN(C1)CC1=CC(=CC=C1)C(F)(F)F ([5-(4-bromo-phenyl)-3-methyl-isoxazol-4-yl]-[1-(3-trifluoromethyl-benzyl)-1H-[1,2,3]triazol-4-yl]-methanol), C(C)OC(CC1=CC=C(C=C1)B1OC(C(O1)(C)C)(C)C)=O ([4-(4,4,5,5-tetramethyl-[1,3,2]dioxaborolan-2-yl)-phenyl]-acetic acid ethyl ester). The product is C(C)OC(CC1=CC=C(C=C1)C1=CC=C(C=C1)C1=C(C(=NO1)C)C(C=1N=NN(C1)CC1=CC(=CC=C1)C(F)(F)F)O)=O ([4′-(4-{Hydroxy-[1-(3-trifluoromethyl-benzyl)-1H-[1,2,3]triazol-4-yl]-methyl}-3-methyl-isoxazol-5-yl)-biphenyl-4-yl]-acetic acid ethyl ester). RXN SMILES: Br[C:2]1[CH:7]=[CH:6][C:5]([C:8]2[O:12][N:11]=[C:10]([CH3:13])[C:9]=2[CH:14]([C:16]2[N:17]=[N:18][N:19]([CH2:21][C:22]3[CH:27]=[CH:26][CH:25]=[C:24]([C:28]([F:31])([F:30])[F:29])[CH:23]=3)[CH:20]=2)[OH:15])=[CH:4][CH:3]=1.[CH2:32]([O:34][C:35](=[O:52])[CH2:36][C:37]1[CH:42]=[CH:41][C:40](B2OC(C)(C)C(C)(C)O2)=[CH:39][CH:38]=1)[CH3:33]>>[CH2:32]([O:34][C:35](=[O:52])[CH2:36][C:37]1[CH:42]=[CH:41][C:40]([C:2]2[CH:3]=[CH:4][C:5]([C:8]3[O:12][N:11]=[C:10]([CH3:13])[C:9]=3[CH:14]([OH:15])[C:16]3[N:17]=[N:18][N:19]([CH2:21][C:22]4[CH:27]=[CH:26][CH:25]=[C:24]([C:28]([F:30])([F:29])[F:31])[CH:23]=4)[CH:20]=3)=[CH:6][CH:7]=2)=[CH:39][CH:38]=1)[CH3:33]. Procedure details: Prepared according to the procedure described in Example 1, Step 10, using [5-(4-bromo-phenyl)-3-methyl-isoxazol-4-yl]-[1-(3-trifluoromethyl-benzyl)-1H-[1,2,3]triazol-4-yl]-methanol and [4-(4,4,5,5-tetramethyl-[1,3,2]dioxaborolan-2-yl)-phenyl]-acetic acid ethyl ester. Yields the product CCC1CCNC(C)N1. RXN SMILES: [CH3:8][C:9]#[N:10].[H:11][H:12].[NH2:1][CH2:2][CH2:3][CH:4]([CH2:5][CH3:6])[NH2:7].[Ni:13]>>[NH:1]1[CH2:2][CH2:3][CH:4]([CH2:5][CH3:6])[NH:7][CH:9]1[CH3:8]. Starting materials: CC#N, [H][H], CCC(N)CCN, [Ni].